This data is from the Open Reaction Database (ORD), a public repository of structured organic reaction records. The task is: describe an organic reaction: reactants, conditions, products, and yield Starting materials: CCOC(=O)N1CCC2C(C1)c1cccc3c1N2CCN3, CCCCO, [K+], [OH-]. The product is c1cc2c3c(c1)C1CNCCC1N3CCN2. As a reaction SMILES: [CH2:1]1[CH2:2][NH:3][c:4]2[cH:5][cH:6][cH:7][c:8]3[c:9]2[N:10]1[CH:11]1[CH:12]3[CH2:13][N:14]([C:17]([O:18][CH2:19][CH3:20])=[O:21])[CH2:15][CH2:16]1.[CH2:24]([OH:25])[CH2:26][CH2:27][CH3:28].[K+:23].[OH-:22]>>[CH2:1]1[CH2:2][NH:3][c:4]2[cH:5][cH:6][cH:7][c:8]3[c:9]2[N:10]1[CH:11]1[CH:12]3[CH2:13][NH:14][CH2:15][CH2:16]1.